This data is from the Open Reaction Database (ORD), a public repository of structured organic reaction records. The task is: describe an organic reaction: reactants, conditions, products, and yield Starting materials: NC=1C=C(C(=O)OC)C=CC1N (methyl 3,4-diaminobenzoate), ClC1=CC=C(C=C1)C1CC(=O)OC(C1)=O (3-(4-chlorophenyl)glutaric anhydride). Procedure details: By a procedure similar to that of example 1.4, starting from methyl 3,4-diaminobenzoate and 3-(4-chlorophenyl)glutaric anhydride, 4-(5-carboxy-2-benzimidazolyl)-3-(4-chlorophenyl)butanoic acid•HCl was obtained as colourless solid. Reaction SMILES: [NH2:1][C:2]1[CH:3]=[C:4]([CH:9]=[CH:10][C:11]=1[NH2:12])[C:5]([O:7]C)=[O:6].[Cl:13][C:14]1[CH:19]=[CH:18][C:17]([CH:20]2[CH2:26][C:25](=O)[O:24][C:22](=[O:23])[CH2:21]2)=[CH:16][CH:15]=1>>[C:5]([C:4]1[CH:9]=[CH:10][C:11]2[N:12]=[C:25]([CH2:26][CH:20]([C:17]3[CH:16]=[CH:15][C:14]([Cl:13])=[CH:19][CH:18]=3)[CH2:21][C:22]([OH:24])=[O:23])[NH:1][C:2]=2[CH:3]=1)([OH:7])=[O:6].[ClH:13] |f:2.3|. The product is C(=O)(O)C1=CC2=C(N=C(N2)CC(CC(=O)O)C2=CC=C(C=C2)Cl)C=C1.Cl (4-(5-carboxy-2-benzimidazolyl)-3-(4-chlorophenyl)butanoic acid•HCl). Starting materials: [BH4-], CCOCC, CO, Cc1nccn1CC(=O)c1ccc(F)cc1, [Na+]. Yields the product Cc1nccn1CC(O)c1ccc(F)cc1. Reaction SMILES: [BH4-:17].[CH3:19][CH2:20][O:21][CH2:22][CH3:23].[CH3:24][OH:25].[F:1][c:2]1[cH:3][cH:4][c:5]([C:8]([CH2:9][n:10]2[c:11]([CH3:15])[n:12][cH:13][cH:14]2)=[O:16])[cH:6][cH:7]1.[Na+:18]>>[F:1][c:2]1[cH:3][cH:4][c:5]([CH:8]([CH2:9][n:10]2[c:11]([CH3:15])[n:12][cH:13][cH:14]2)[OH:16])[cH:6][cH:7]1. Reactants: C(C=1C(N)=CC=CC1)(=O)O (anthranilic acid), ClC(=O)OCC (ethyl chloroformate), crude product, C (charcoal). Solvent: N1=CC=CC=C1 (pyridine), C(C)(=O)OCC (ethyl acetate). Run at time 2 hour. Product: 17.02, C(C)OC1=NC2=C(C(O1)=O)C=CC=C2 (2-ethoxy-4H-3,1-benzoxazin-4-one). Isolated yield 89.0%. Reaction SMILES: [C:1]([OH:10])(=[O:9])[C:2]1[C:3](=[CH:5][CH:6]=[CH:7][CH:8]=1)[NH2:4].Cl[C:12]([O:14][CH2:15][CH3:16])=O.C>N1C=CC=CC=1.C(OCC)(=O)C>[CH2:15]([O:14][C:12]1[O:9][C:1](=[O:10])[C:2]2[CH:8]=[CH:7][CH:6]=[CH:5][C:3]=2[N:4]=1)[CH3:16]. Procedure: To a solution of anthranilic acid (0.1 mol., 13.71 gm) in dry pyridine (100 ml) at room temperature under anhydrous conditions was added ethyl chloroformate (4 equiv., 38.25 ml) in a dropwise manner over 15 minutes. After stirring for 2 hours, excess pyridine was removed under reduced pressure at 40° C. (bath temperature) and the residue was stirred vigorously in ice cold water (250 ml) for 15 minutes. The pale yellow powder was collected by filtration, washed with water (100 ml), and air-dried ... Starting materials: Cc1cccc(Cl)c1S(=O)(=O)N1CCCCC1CCCO, CN(C)C=O, O, BrP(Br)Br. Yields the product Cc1cccc(Cl)c1S(=O)(=O)N1CCCCC1CCCBr. RXN SMILES: [Cl:5][c:6]1[c:7]([S:13](=[O:14])(=[O:15])[N:16]2[CH:17]([CH2:22][CH2:23][CH2:24][OH:25])[CH2:18][CH2:19][CH2:20][CH2:21]2)[c:8]([CH3:12])[cH:9][cH:10][cH:11]1.[O:26]=[CH:27][N:28]([CH3:29])[CH3:30].[OH2:31].[P:1]([Br:2])([Br:3])[Br:4]>>[Br:2][CH2:24][CH2:23][CH2:22][CH:17]1[N:16]([S:13]([c:7]2[c:6]([Cl:5])[cH:11][cH:10][cH:9][c:8]2[CH3:12])(=[O:14])=[O:15])[CH2:21][CH2:20][CH2:19][CH2:18]1. The reactants are ICCOC (1-iodo-2-methoxy-ethane), C([O-])([O-])=O.[K+].[K+] (potassium carbonate), OC=1C=C(C=O)C=CC1O (3,4-dihydroxy benzaldehyde), CC(=O)C (acetone). Conditions: temperature 27.5 celsius, time 20 minute. Product: COCCOC=1C=C(C=O)C=CC1OCCOC (3,4-bis-(2-methoxy-ethoxy)-benzaldehyde). Isolated yield 47.0%. As a reaction SMILES: [OH:1][C:2]1[CH:3]=[C:4]([CH:7]=[CH:8][C:9]=1[OH:10])[CH:5]=[O:6].I[CH2:12][CH2:13][O:14][CH3:15].[C:16](=[O:19])([O-])[O-].[K+].[K+].[CH3:22][C:23](C)=O>>[CH3:15][O:14][CH2:13][CH2:12][O:1][C:2]1[CH:3]=[C:4]([CH:7]=[CH:8][C:9]=1[O:10][CH2:22][CH2:23][O:19][CH3:16])[CH:5]=[O:6] |f:2.3.4|. Procedure: 80.0 g (0.57 mol) of 3,4-dihydroxy benzaldehyde and 800.0 ml of acetone were charged into 2.0 L4 necked round bottom flask, connect to a mechanical stirrer, thermo meter socket and condenser at 25-30° C. Reaction mass was stirred for 20 min. 324.0 g (1.74 mol) of 1-iodo-2-methoxy-ethane and 240.0 g (1.70 mol) of potassium carbonate were charged. Reaction mass was heated to reflux. Reaction mass temperature was maintained at reflux for 6 hours. Reaction mass temperature was cooled to 25-30° C. an... Reactants: N=C=N (carbodiimide), CS(=O)(=O)N (methanesulfonamide), OC1CCN(C2=NC(=C(N=C21)C2=CC=C(C=C2)C)C2=CC=C(C=C2)C)CCCCCCC(=O)O (7-(8-Hydroxy-2,3-di-p-tolyl-7,8-dihydropyrido[2,3-b]pyrazin-5(6H)-yl)heptanoic acid), C1CCC(CC1)NCC(=C2CCCCC2)F (9.8a). The reagents and catalysts are CN(C)C=1C=CN=CC1 (DMAP). Run in C(Cl)Cl (DCM), C(Cl)Cl (DCM). Conditions: time 8 hour. Product: OC1CCN(C=2C1=NC(=C(N2)C2=CC=C(C=C2)C)C2=CC=C(C=C2)C)CCCCCCC(=O)NS(=O)(=O)C (7-(8-Hydroxy-2,3-di-p-tolyl-7,8-dihydropyrido[3,2-b]pyrazin-5(6H)-yl)-N-(methylsulfonyl)heptanamide). RXN SMILES: N=C=N.[OH:4][CH:5]1[C:14]2[C:9](=[N:10][C:11]([C:22]3[CH:27]=[CH:26][C:25]([CH3:28])=[CH:24][CH:23]=3)=[C:12]([C:15]3[CH:20]=[CH:19][C:18]([CH3:21])=[CH:17][CH:16]=3)[N:13]=2)[N:8]([CH2:29][CH2:30][CH2:31][CH2:32][CH2:33][CH2:34][C:35]([OH:37])=O)[CH2:7][CH2:6]1.C1CCC(NCC(F)=C2CCCCC2)CC1.[CH3:54][S:55]([NH2:58])(=[O:57])=[O:56]>C(Cl)Cl.CN(C1C=CN=CC=1)C>[OH:4][CH:5]1[C:14]2=[N:13][C:12]([C:15]3[CH:20]=[CH:19][C:18]([CH3:21])=[CH:17][CH:16]=3)=[C:11]([C:22]3[CH:27]=[CH:26][C:25]([CH3:28])=[CH:24][CH:23]=3)[N:10]=[C:9]2[N:8]([CH2:29][CH2:30][CH2:31][CH2:32][CH2:33][CH2:34][C:35]([NH:58][S:55]([CH3:54])(=[O:57])=[O:56])=[O:37])[CH2:7][CH2:6]1. Reported procedure: A suspension of polymer supported carbodiimide (1.36 mmol/g, 60 mg, 0.082 mmol) in DCM (dry) at RT (2 ml) under nitrogen was treated with (R or S)-7-(8-Hydroxy-2,3-di-p-tolyl-7,8-dihydropyrido[2,3-b]pyrazin-5(6H)-yl)heptanoic acid ([prepared according to the preparation procedures disclosed in PCT patent application PCT/EP2011/062028 Example 9.8a)(25 mg, 0.054 mmol), methanesulfonamide (5.17 mg, 0.054 mmol) followed by DMAP (6.65 mg, 0.054 mmol). The resulting orange suspension was stirred at RT...